Task: describe an organic reaction: reactants, conditions, products, and yield. Dataset: the Open Reaction Database (ORD), a public repository of structured organic reaction records The reactants are C(C)(C)(C)OC(=O)NCC(=O)N1C(SC[C@H]1C(=O)OC(C)(C)C)CC1=CC=CC=C1 (tert-Butyl (4R)-3-(2-tert-butoxycarbonylaminoacetyl)-2-benzyl-4-thiazolidinecarboxylate), C1(CCCCC1)N=C=NC1CCCCC1 (N,N'-dicyclohexylcarbodiimide), C(C1=CC=CC=C1)C1SC[C@H](N1)C(=O)OC(C)(C)C (tert-butyl (2RS,4R)-2-benzyl-4-thiazolidinecarboxylate), C(C)(C)(C)OC(=O)NCC(=O)O (2-tert-butoxycarbonylaminoacetic acid). The product is C(C)(C)(C)OC(=O)C(C(=O)N1C(SC[C@H]1C(=O)OC(C)(C)C)CC1=CC=CC=C1)N (tert-butyl (4R)-3-(2-tert-butoxycarbonyl-aminoacetyl)-2-benzyl-4-thiazolidinecarboxylate). Reaction SMILES: C(OC([NH:8][CH2:9][C:10]([N:12]1[C@H:16]([C:17]([O:19][C:20]([CH3:23])([CH3:22])[CH3:21])=[O:18])[CH2:15][S:14][CH:13]1[CH2:24][C:25]1[CH:30]=[CH:29][CH:28]=[CH:27][CH:26]=1)=[O:11])=O)(C)(C)C.C(C1N[C@H]([C:43]([O:45][C:46]([CH3:49])([CH3:48])[CH3:47])=[O:44])CS1)C1C=CC=CC=1.C(OC(NCC(O)=O)=O)(C)(C)C.C1(N=C=NC2CCCCC2)CCCCC1>>[C:46]([O:45][C:43]([CH:9]([NH2:8])[C:10]([N:12]1[C@H:16]([C:17]([O:19][C:20]([CH3:21])([CH3:23])[CH3:22])=[O:18])[CH2:15][S:14][CH:13]1[CH2:24][C:25]1[CH:30]=[CH:29][CH:28]=[CH:27][CH:26]=1)=[O:11])=[O:44])([CH3:49])([CH3:48])[CH3:47]. Reported procedure: B tert-Butyl (4R)-3-(2-tert-butoxycarbonylaminoacetyl)-2-benzyl-4-thiazolidinecarboxylate (isomer A) may be prepared in a manner similar to that described in Example 1C, but starting with 25.7 g of tert-butyl (2RS,4R)-2-benzyl-4-thiazolidinecarboxylate, 13.9 g of 2-tert-butoxycarbonylaminoacetic acid and 16.3 g of N,N'-dicyclohexylcarbodiimide. The crude product is purified by chromatography on silica [eluent: methylene chloride/methanol (99:1 by volume)]. The fractions containing the expected p... The reactants are CN (methylamine), BrC1=CC=C(C=N1)CBr ((6-bromo-3-pyridyl)methyl bromide). Solvent: CC#N (CH3CN). The product is BrC1=CC=C(C=N1)CNC (N-(6-Bromo-3-pyridylmethyl)-N-methylamine). Reaction SMILES: [CH3:1][NH2:2].[Br:3][C:4]1[N:9]=[CH:8][C:7]([CH2:10]Br)=[CH:6][CH:5]=1>CC#N>[Br:3][C:4]1[N:9]=[CH:8][C:7]([CH2:10][NH:2][CH3:1])=[CH:6][CH:5]=1. Procedure: To a mixture of 12.3 g of 40% aqueous methylamine solution and 40 ml of CH3CN was added 8.0 g of crude (6-bromo-3-pyridyl)methyl bromide with stirring. The mixture was further stirred at room temperature for 30 minutes. The reaction mixture thus obtained was concentrated and the residue was diluted with toluene and subjected to azeotropic distillation to remove the water. Then, the soluble fraction was extracted with Et2O. The Et2O layer was dried over MgSO4 and concentrated to recover 4.4 g of ... Starting materials: Cl (hydrogen chloride), [OH-].[Na+] (sodium hydroxide), C(CCC)OC1=NC(=C2N=C(N(C2=N1)CC1COCCC1)OC)N (2-Butoxy-8-methoxy-9-(tetrahydro-2H-pyran-3-ylmethyl)-9H-purin-6-amine), O (Water), O (water). The solvent is O1CCOCC1 (1,4-dioxane), CO (methanol), CO (methanol). Conditions: time 4 hour. Yields the product NC1=C2NC(N(C2=NC(=N1)OCCCC)CC1COCCC1)=O (6-Amino-2-butoxy-9-(tetrahydro-2H-pyran-3-ylmethyl)-7,9-dihydro-8H-Purin-8-one). Yield: 71.1%. RXN SMILES: [CH2:1]([O:5][C:6]1[N:14]=[C:13]2[C:9]([N:10]=[C:11]([O:22]C)[N:12]2[CH2:15][CH:16]2[CH2:21][CH2:20][CH2:19][O:18][CH2:17]2)=[C:8]([NH2:24])[N:7]=1)[CH2:2][CH2:3][CH3:4].Cl.O.[OH-].[Na+]>CO.O1CCOCC1>[NH2:24][C:8]1[N:7]=[C:6]([O:5][CH2:1][CH2:2][CH2:3][CH3:4])[N:14]=[C:13]2[C:9]=1[NH:10][C:11](=[O:22])[N:12]2[CH2:15][CH:16]1[CH2:21][CH2:20][CH2:19][O:18][CH2:17]1 |f:3.4|. Procedure: 2-Butoxy-8-methoxy-9-(tetrahydro-2H-pyran-3-ylmethyl)-9H-purin-6-amine (105 mg) was dissolved in methanol (2 mL) and treated with 4N hydrogen chloride in 1,4-dioxane (1 mL). The reaction mixture was stirred for 4 hours and stripped to dryness. Water (2 mL) and methanol (15 mL) were added to the residue and then neutralised by the addition of 2N sodium hydroxide solution. The above was stripped to near dryness (small volume of water remaining) and the solid thus obtained was filtered off under su... Reactants: C(C)OC(CC1CN=C(S1)C=1NC2=C(C=C(C=C2C1)OC=1C=NC(=CC1)S(=O)(=O)C)OC1CCOCC1)=O (ethyl{2-[5-{[6-(methylsulfonyl)pyridin-3-yl]oxy}-7-(tetrahydro-2H-pyran-4-yloxy)-1H-indol-2-yl]-4,5-dihydro-1,3-thiazol-5-yl}acetate), [BH4-].[Li+] (lithium tetrahydroborate), O (Water). The solvent is C(C)(=O)OCC (ethyl acetate), O1CCCC1 (tetrahydrofuran), CO (methanol), C(C)(=O)OCC (ethyl acetate), CCCCCC (hexane), CCCCCC (hexane), CO (methanol). Run at time 3 hour. Yields the product CS(=O)(=O)C1=CC=C(C=N1)OC=1C=C2C=C(NC2=C(C1)OC1CCOCC1)C=1SC(CN1)CCO (2-{2-[5-{[6-(Methylsulfonyl)pyridin-3-yl]oxy}-7-(tetrahydro-2H-pyran-4-yloxy)-1H-indol-2-yl]-4,5-dihydro-1,3-thiazol-5-yl}ethanol). Isolated yield 24.2%. Reaction SMILES: C([O:3][C:4](=O)[CH2:5][CH:6]1[S:10][C:9]([C:11]2[NH:12][C:13]3[C:18]([CH:19]=2)=[CH:17][C:16]([O:20][C:21]2[CH:22]=[N:23][C:24]([S:27]([CH3:30])(=[O:29])=[O:28])=[CH:25][CH:26]=2)=[CH:15][C:14]=3[O:31][CH:32]2[CH2:37][CH2:36][O:35][CH2:34][CH2:33]2)=[N:8][CH2:7]1)C.[BH4-].[Li+].O>O1CCCC1.CO.CCCCCC.C(OCC)(=O)C>[CH3:30][S:27]([C:24]1[N:23]=[CH:22][C:21]([O:20][C:16]2[CH:17]=[C:18]3[C:13](=[C:14]([O:31][CH:32]4[CH2:37][CH2:36][O:35][CH2:34][CH2:33]4)[CH:15]=2)[NH:12][C:11]([C:9]2[S:10][CH:6]([CH2:5][CH2:4][OH:3])[CH2:7][N:8]=2)=[CH:19]3)=[CH:26][CH:25]=1)(=[O:28])=[O:29] |f:1.2|. Procedure details: To a solution of ethyl{2-[5-{[6-(methylsulfonyl)pyridin-3-yl]oxy}-7-(tetrahydro-2H-pyran-4-yloxy)-1H-indol-2-yl]-4,5-dihydro-1,3-thiazol-5-yl}acetate (500 mg) in tetrahydrofuran (10 mL) and methanol (15 mL) was added at room temperature lithium tetrahydroborate (80 mg) 3 times at 30 min intervals, and the mixture was stirred at room temperature for 3 hr. Water was added to the reaction mixture, and the mixture was extracted with ethyl acetate. The organic layer was washed with saturated brine, d...